This data is from the Open Reaction Database (ORD), a public repository of structured organic reaction records. The task is: describe an organic reaction: reactants, conditions, products, and yield Run at time 2 hour. The reactants are ClC1=CC=C(C=C1)C1=CC(=C(S1)CC)C1C(C=CC1=O)O (5-[5-(4-chloro-phenyl)-2-ethyl-thiophen-3-yl]-4-hydroxy-cyclopent-2-enone), CC(=O)C.OS(=O)(=O)O.O=[Cr](=O)=O (Jones' reagent). The solvent is CC(=O)C (acetone). Yield: 82.4%. Yields the product ClC1=CC=C(C=C1)C1=CC(=C(S1)CC)C1C(C=CC1=O)=O (2-[5-(4-chloro-phenyl)-2-ethyl-thiophen-3-yl]-cyclopent-4-ene-1,3-dione). Reported procedure: To a solution of 5-[5-(4-chloro-phenyl)-2-ethyl-thiophen-3-yl]-4-hydroxy-cyclopent-2-enone (300 mg, 0.95 mmol) in acetone (5 ml) at 0° C. is added, dropwise, Jones' reagent and the resulting yellow solution stirred at 0° C. for 80 minutes. Reaction is quenched by the addition of propan-2-ol (1 ml) and stirred for a further 2 hours. Brine (50 ml) is added and the reaction is extracted with ethyl acetate (2×50 ml). The combined organics are then washed with brine, dried over magnesium sulphate and... Reaction SMILES: [Cl:1][C:2]1[CH:7]=[CH:6][C:5]([C:8]2[S:12][C:11]([CH2:13][CH3:14])=[C:10]([CH:15]3[C:19](=[O:20])[CH:18]=[CH:17][CH:16]3[OH:21])[CH:9]=2)=[CH:4][CH:3]=1.CC(C)=O.OS(O)(=O)=O.O=[Cr](=O)=O>CC(C)=O>[Cl:1][C:2]1[CH:3]=[CH:4][C:5]([C:8]2[S:12][C:11]([CH2:13][CH3:14])=[C:10]([CH:15]3[C:16](=[O:21])[CH:17]=[CH:18][C:19]3=[O:20])[CH:9]=2)=[CH:6][CH:7]=1 |f:1.2.3|. Starting materials: C=1(C(OC)=CC=CC1)OC (veratrole), [Cl-].[Al+3].[Cl-].[Cl-] (aluminum chloride), C1(=CC=C(C=C1)C(=O)Cl)C1=CC=CC=C1 (biphenyl-4-carboxylic acid chloride), ice, Cl (hydrochloric acid). Solvent: C(Cl)Cl (methylene chloride). Yields the product COC=1C=C(C(=O)C2=CC=C(C=C2)C2=CC=CC=C2)C=CC1OC (3,4-Dimethoxy-4'-phenyl-benzophenone). As a reaction SMILES: [C:1]1([O:9][CH3:10])[C:2](=[CH:5][CH:6]=[CH:7][CH:8]=1)[O:3][CH3:4].[Cl-].[Al+3].[Cl-].[Cl-].[C:15]1([C:24]2[CH:29]=[CH:28][CH:27]=[CH:26][CH:25]=2)[CH:20]=[CH:19][C:18]([C:21](Cl)=[O:22])=[CH:17][CH:16]=1.Cl>C(Cl)Cl>[CH3:4][O:3][C:2]1[CH:5]=[C:6]([CH:7]=[CH:8][C:1]=1[O:9][CH3:10])[C:21]([C:18]1[CH:19]=[CH:20][C:15]([C:24]2[CH:25]=[CH:26][CH:27]=[CH:28][CH:29]=2)=[CH:16][CH:17]=1)=[O:22] |f:1.2.3.4|. Reported procedure: 300 g of veratrole was added dropwise over a period of 30 minutes to a suspension of 300 g of aluminum chloride in 300 ml of methylene chloride, taking care that the internal temperature did not exceed 30° C. Then, 450 g of biphenyl-4-carboxylic acid chloride were added in portions over a period of 30 minutes, while stirring and cooling (internal temperature 20°-25° C.). The resulting mixture was stirred for 4 hours at room temperature and was then poured into a mixture of 2 kg of ice/500 ml of ... Reactants: COC(=O)C(Cc1ccc(OCCOc2c(Cl)cc(C)cc2Cl)cc1)NC(=O)OC(C)(C)C, C1CCOC1, CO, [Li+], [OH-]. Yields the product Cc1cc(Cl)c(OCCOc2ccc(CC(NC(=O)OC(C)(C)C)C(=O)O)cc2)c(Cl)c1. Reaction SMILES: [C:1]([CH3:2])([CH3:3])([CH3:4])[O:5][C:6](=[O:7])[NH:8][CH:9]([CH2:10][c:11]1[cH:12][cH:13][c:14]([O:17][CH2:18][CH2:19][O:20][c:21]2[c:22]([Cl:29])[cH:23][c:24]([CH3:28])[cH:25][c:26]2[Cl:27])[cH:15][cH:16]1)[C:30](=[O:31])[O:32][CH3:33].[CH2:38]1[O:39][CH2:40][CH2:41][CH2:42]1.[CH3:34][OH:35].[Li+:36].[OH-:37]>>[C:1]([CH3:2])([CH3:3])([CH3:4])[O:5][C:6](=[O:7])[NH:8][CH:9]([CH2:10][c:11]1[cH:12][cH:13][c:14]([O:17][CH2:18][CH2:19][O:20][c:21]2[c:22]([Cl:29])[cH:23][c:24]([CH3:28])[cH:25][c:26]2[Cl:27])[cH:15][cH:16]1)[C:30](=[O:31])[OH:32]. Reactants: FC=1C=C2C(=CN(C2=CC1)CCCCCCCC)CC(=O)N (2-(5-Fluoro-1-octyl-1H-indol-3-yl)acetamide), 1-halogenobenzyl-3-imidazolylmethylindole, ( 1-8 ), Amide, BrCCCCCCCC (bromooctane). The product is FC=1C=C2C(=CN(C2=CC1)CC=C(C)C)CC(=O)N (2-(5-Fluoro-1-(3-methylbut-2-enyl)-1H-indol-3-yl)acetamide). RXN SMILES: [F:1][C:2]1[CH:3]=[C:4]2[C:8](=[CH:9][CH:10]=1)[N:7]([CH2:11][CH2:12][CH2:13][CH2:14]CCCC)[CH:6]=[C:5]2[CH2:19][C:20]([NH2:22])=[O:21].Br[CH2:24]CCCCCCC>>[F:1][C:2]1[CH:3]=[C:4]2[C:8](=[CH:9][CH:10]=1)[N:7]([CH2:11][CH:12]=[C:13]([CH3:14])[CH3:24])[CH:6]=[C:5]2[CH2:19][C:20]([NH2:22])=[O:21]. Reported procedure: 2-(5-Fluoro-1-octyl-1H-indol-3-yl)acetamide) (1-8). The reaction between Amide A-2 and bromooctane can be carried out as described by Na, Y. M.; Le Borgne, M.; Pagniez, F.; Le Baut, G.; Le Pape, P. Synthesis and antifungal activity of new 1-halogenobenzyl-3-imidazolylmethylindole derivatives. Eur J Med Chem 2003, 38, 75-87. Yield: 70%; 1H NMR (300 MHz, CDCl3): δ7.26-7.18 (m, 2 H), 7.09 (s, 1 H), 6.97 (dt, J1=9 Hz, J2=2.4 Hz, 1 H), 5.73 (br. s, 2 H), 4.06 (t, J=7.2 Hz, 2 H), 3.65 (s, 2 H), 1.83 (... The reactants are COC(CNC(NC1CCN(CC1)C(=O)OC(C)(C)C)=O)OC (tert-Butyl 4-(3-(2,2-dimethoxyethyl)ureido)piperidine-1-carboxylate), Cl (hydrochloric acid). The solvent is O (water). Reaction conditions: time 20 minute. The product is Cl.N1CCC(CC1)N1C(NC=C1)=O (1-(piperidin-4-yl)-1H-imidazol-2(3H)-one hydrochloride). The yield is 99.0%. Reaction SMILES: CO[CH:3](OC)[CH2:4][NH:5][C:6](=[O:21])[NH:7][CH:8]1[CH2:13][CH2:12][N:11](C(OC(C)(C)C)=O)[CH2:10][CH2:9]1.[ClH:24]>O>[ClH:24].[NH:11]1[CH2:10][CH2:9][CH:8]([N:7]2[CH:3]=[CH:4][NH:5][C:6]2=[O:21])[CH2:13][CH2:12]1 |f:3.4|. Procedure: tert-Butyl 4-(3-(2,2-dimethoxyethyl)ureido)piperidine-1-carboxylate (1.62 g, 4.89 mmol) was suspended in water (15 ml). Concentrated hydrochloric acid (15 ml, 183 mmol) was added to the mixture. Reaction was held at room temperature for 20 minutes. Mixture was concentrated by roto-vap. Residue was treated with ethanol and the mixture was then concentrated by roto-vap. Residue was treated with ethyl acetate and then concentrated to dryness. Resulting yellow oil was triturated in 80% acetone-dieth... The reactants are C1CCOC1, COC(=O)C1CC(O)C1, Clc1ncnc2[nH]cc(I)c12, CC(C)OC(=O)N=NC(=O)OC(C)C. Product: COC(=O)C1CC(n2cc(I)c3c(Cl)ncnc32)C1. As a reaction SMILES: [CH2:35]1[O:36][CH2:37][CH2:38][CH2:39]1.[CH3:12][O:13][C:14](=[O:15])[CH:16]1[CH2:17][CH:18]([OH:20])[CH2:19]1.[Cl:1][c:2]1[c:3]2[c:4]([n:5][cH:6][n:7]1)[nH:8][cH:9][c:10]2[I:11].[O:21]=[C:22]([O:23][CH:24]([CH3:25])[CH3:26])[N:27]=[N:28][C:29]([O:30][CH:31]([CH3:32])[CH3:33])=[O:34]>>[Cl:1][c:2]1[c:3]2[c:4]([n:5][cH:6][n:7]1)[n:8]([CH:18]1[CH2:17][CH:16]([C:14]([O:13][CH3:12])=[O:15])[CH2:19]1)[cH:9][c:10]2[I:11]. Starting materials: C1=C(C=CC2=CC=CC=C12)O (2-naphthol), C(C#C)O (propargyl alcohol), C(C1=CC=CC=C1)(=O)C1=CC=CC=C1 (benzophenone), C1(=CC=CC=C1)C1(C=CC2=C(O1)C=CC1=CC=CC=C12)C1=C(C=C(C=C1)OC)OC (3-phenyl-3-(2,4-dimethoxyphenyl)-3H-naphtho[2,1-b]pyran), COC1=CC(=CC=C1)OC (1,3-dimethoxybenzene), C(C1=CC=CC=C1)(=O)Cl (benzoyl chloride), [Cl-].[Al+3].[Cl-].[Cl-] (aluminum chloride), C(C#C)O (propargyl alcohol). Solvent: C1(=CC=CC=C1)C (toluene), C1(=CC=CC=C1)C (toluene), C(=S)=S (carbon disulfide). Yields the product COC1=C(C(=O)C2=CC=CC=C2)C=CC(=C1)OC (2,4-dimethoxybenzophenone). As a reaction SMILES: COC1C=CC=C(OC)C=1.C(Cl)(=O)C1C=CC=CC=1.[Cl-].[Al+3].[Cl-].[Cl-].C(C1C=CC=CC=1)(=O)C1C=CC=CC=1.C(O)C#C.C1C2C(=CC=CC=2)C=CC=1O.[C:53]1([C:59]2([C:73]3[CH:78]=[CH:77][C:76]([O:79][CH3:80])=[CH:75][C:74]=3[O:81][CH3:82])[O:64]C3C=CC4C(C=3C=C2)=CC=CC=4)[CH:58]=[CH:57][CH:56]=[CH:55][CH:54]=1>C(=S)=S.C1(C)C=CC=CC=1>[CH3:82][O:81][C:74]1[CH:75]=[C:76]([O:79][CH3:80])[CH:77]=[CH:78][C:73]=1[C:59]([C:53]1[CH:58]=[CH:57][CH:56]=[CH:55][CH:54]=1)=[O:64] |f:2.3.4.5|. Procedure: 2,4-dimethoxybenzophenone was prepared by the Friedel-Crafts reaction of 1,3-dimethoxybenzene with benzoyl chloride in carbon disulfide using aluminum chloride as the catalyst 11.4 grams (0.05 mole) of the resulting benzophenone was converted to the propargyl alcohol using the conditions described in Example 1, Step 2. The crude propargyl alcohol was taken up in 150 milliliters of toluene. 3 grams (0.02 mole) of 2-naphthol and 30 grams of anhydrous acidic alumina were added to the toluene soluti... Reactants: 87, ClC1=C(C=CC(=C1)Cl)CCC(O)CCl (2,4-dichloro-α-(chloromethyl)-benzenepropanol), [OH-].[Na+] (sodium hydroxide), O(C(C)C)C(C)C (2,2'-oxybispropane). Yields the product ClC1=C(C=CC(=C1)Cl)CCC1OC1 ([2-(2,4-dichlorophenyl)ethyl]oxirane). Reaction SMILES: [Cl:1][C:2]1[CH:7]=[C:6]([Cl:8])[CH:5]=[CH:4][C:3]=1[CH2:9][CH2:10][CH:11]([CH2:13]Cl)[OH:12].[OH-].[Na+].O(C(C)C)C(C)C>>[Cl:1][C:2]1[CH:7]=[C:6]([Cl:8])[CH:5]=[CH:4][C:3]=1[CH2:9][CH2:10][CH:11]1[CH2:13][O:12]1 |f:1.2|. Procedure: A solution of 87 parts of 2,4-dichloro-α-(chloromethyl)-benzenepropanol in 144 parts of concentrated sodium hydroxide solution and 350 parts of 2,2'-oxybispropane is stirred overnight at room temperature. The product is extracted with 2,2'-oxybispropane. The extract is washed with water, dried, filtered and evaporated. The oily residue is distilled, yielding [2-(2,4-dichlorophenyl)ethyl]oxirane; bp. 90°-98° C. at 0.01 mm. pressure. The reactants are ClC=1C=C(C=C(C1)Cl)C(=O)C1=NC(=NC(=C1C(C)C)OC)OC ((3,5-Dichloro-phenyl)-(5-isopropyl-2,6-dimethoxy-pyrimidin-4-yl)-methanone). Solvent: Cl (HCl). Yields the product ClC=1C=C(C(=O)C2=C(C(NC(N2)=O)=O)C(C)C)C=C(C1)Cl (6-(3,5-Dichloro-benzoyl)-5-isopropyl-1H-pyrimidine-2,4-dione). Yield: 87.3%. As a reaction SMILES: [Cl:1][C:2]1[CH:3]=[C:4]([C:9]([C:11]2[C:16]([CH:17]([CH3:19])[CH3:18])=[C:15]([O:20]C)[N:14]=[C:13]([O:22]C)[N:12]=2)=[O:10])[CH:5]=[C:6]([Cl:8])[CH:7]=1>Cl>[Cl:1][C:2]1[CH:3]=[C:4]([CH:5]=[C:6]([Cl:8])[CH:7]=1)[C:9]([C:11]1[NH:12][C:13](=[O:22])[NH:14][C:15](=[O:20])[C:16]=1[CH:17]([CH3:19])[CH3:18])=[O:10]. Procedure: Compound (60) (2.0 g, 5.6 mmol) was refluxed with conc. HCl (30 ml) for 3 hr. After cooling to room temperature, the white precipitate was collected by filtration, washed with cold water, and dried in high vacuo to afford 1.6 g (87%) of the title compound as a white solid. m.p. 252-253° C.; 1H NMR (200 MHz, CDCl3/CD3OD) δ 1.11 (6H, d, J=6.9 Hz), 2.33 (1H, m), 7.61-7.73 (3H, m); HRMS (EI) Calcd. 326.0225, Found 326.0240. Starting materials: [N+](=O)([O-])C1=CC=C(C#N)C=C1 (4-nitrobenzonitrile), Cl (hydrogen chloride), C(C)O (ethanol). Yield: 86.0%. Reported procedure: Ethyl 4-nitrobenzimidate hydrochloride was synthesized in the same manner as in Reference Example 2. That is, 4-nitrobenzonitrile (26.5 g, 0.179 mol) was reacted with hydrogen chloride in ethanol (250 mL) to give 35.7 g (86%) of the target compound as colorless crystals. As a reaction SMILES: [N+:1]([C:4]1[CH:11]=[CH:10][C:7]([C:8]#[N:9])=[CH:6][CH:5]=1)([O-:3])=[O:2].[ClH:12].[CH2:13]([OH:15])[CH3:14]>>[ClH:12].[N+:1]([C:4]1[CH:5]=[CH:6][C:7]([C:8](=[NH:9])[O:15][CH2:13][CH3:14])=[CH:10][CH:11]=1)([O-:3])=[O:2] |f:3.4|. The product is Cl.[N+](=O)([O-])C1=CC=C(C(OCC)=N)C=C1 (Ethyl 4-nitrobenzimidate hydrochloride), target compound.